This data is from the Open Reaction Database (ORD), a public repository of structured organic reaction records. The task is: describe an organic reaction: reactants, conditions, products, and yield Reactants: C(C)(C)(C)OC(=O)N1CCC2=C(CC1)C(=C(C=C2)Cl)SCC2=CC(=C(C=C2)C(=O)O)F (3-tert-butoxycarbonyl-6-(4-carboxy-3-fluoro-benzylthio)-7-chloro-2,3,4,5-tetrahydro-1H-benzo[d]azepine), C(C(=O)Cl)(=O)Cl (oxalyl chloride). The reagents and catalysts are CN(C)C=O (DMF). Solvent: C(Cl)Cl (DCM). Conditions: time 2 hour. The product is C(C)(C)(C)OC(=O)N1CCC2=C(CC1)C(=C(C=C2)Cl)SCC2=CC(=C(C=C2)C(=O)Cl)F (3-tert-Butoxycarbonyl-7-chloro-6-(4-chlorocarbonyl-3-fluorobenzylthio)-2,3,4,5-tetrahydro-1H-benzo[d]azepine). The yield is 94.6%. Reaction SMILES: [C:1]([O:5][C:6]([N:8]1[CH2:14][CH2:13][C:12]2[C:15]([S:20][CH2:21][C:22]3[CH:27]=[CH:26][C:25]([C:28](O)=[O:29])=[C:24]([F:31])[CH:23]=3)=[C:16]([Cl:19])[CH:17]=[CH:18][C:11]=2[CH2:10][CH2:9]1)=[O:7])([CH3:4])([CH3:3])[CH3:2].C(Cl)(=O)C([Cl:35])=O>C(Cl)Cl.CN(C=O)C>[C:1]([O:5][C:6]([N:8]1[CH2:14][CH2:13][C:12]2[C:15]([S:20][CH2:21][C:22]3[CH:27]=[CH:26][C:25]([C:28]([Cl:35])=[O:29])=[C:24]([F:31])[CH:23]=3)=[C:16]([Cl:19])[CH:17]=[CH:18][C:11]=2[CH2:10][CH2:9]1)=[O:7])([CH3:4])([CH3:3])[CH3:2]. Reported procedure: To a solution of 3-tert-butoxycarbonyl-6-(4-carboxy-3-fluoro-benzylthio)-7-chloro-2,3,4,5-tetrahydro-1H-benzo[d]azepine (1.95 g, 4.21 mmol) in DCM (20 mL) at 0° C. under nitrogen, add three drops of DMF and oxalyl chloride (1.06 g, 8.41 mmol). Stir for 2 h and concentrate in vacuo to afford the desired intermediate as a yellow oil (1.93 g, 95%). Reactants: ClC=1C=CC(=C(C1)O)CO (5-chloro-2-(hydroxymethyl)phenol), BrC(O)C1CC1 (bromocyclopropylmethanol), C(=O)([O-])[O-].[K+].[K+] (K2CO3). The solvent is CN(C)C=O (DMF). Run at temperature 80 celsius. Product: ClC1=CC(=C(C=C1)CO)OCC1CC1 ([4-chloro-2-(cyclopropylmethoxy)phenyl]methanol). Isolated yield 13.1%. RXN SMILES: [Cl:1][C:2]1[CH:3]=[CH:4][C:5]([CH2:9][OH:10])=[C:6]([OH:8])[CH:7]=1.Br[CH:12]([CH:14]1[CH2:16][CH2:15]1)O.C([O-])([O-])=O.[K+].[K+]>CN(C=O)C>[Cl:1][C:2]1[CH:3]=[CH:4][C:5]([CH2:9][OH:10])=[C:6]([O:8][CH2:12][CH:14]2[CH2:16][CH2:15]2)[CH:7]=1 |f:2.3.4|. Procedure details: Charged 5-chloro-2-(hydroxymethyl)phenol (616 mg, 3.88 mmol, PREPARATION 7), bromocyclopropylmethanol (525 mg, 3.88 mmol), K2CO3 (1.07 g, 7.77 mmol) and DMF (6 mL) to a flask, purged with nitrogen and heated to 80° C. overnight. Poured into ice water, and extracted with ethyl acetate twice, and washed the organic phase with water twice, brine and dried with anhydrous Na2SO4, removed the solvent for silica gel chromatograph to give 108 mg of the title compound (13%). 1H NMR (400 MHz, CDCl3): δ 0.... Reactants: C1CCOC1, CO, CCOC(=O)CCc1ccc(CC(NC(=O)c2ccc(F)c(C(F)(F)F)c2)(c2cccc(OC(F)(F)F)c2)c2cccc(OC(F)(F)F)c2)cc1, [Li+], [OH-]. Yields the product O=C(O)CCc1ccc(CC(NC(=O)c2ccc(F)c(C(F)(F)F)c2)(c2cccc(OC(F)(F)F)c2)c2cccc(OC(F)(F)F)c2)cc1. RXN SMILES: [CH2:56]1[O:57][CH2:58][CH2:59][CH2:60]1.[CH3:54][OH:55].[F:1][c:2]1[c:3]([C:48]([F:49])([F:50])[F:51])[cH:4][c:5]([C:6](=[O:7])[NH:8][C:9]([CH2:10][c:11]2[cH:12][cH:13][c:14]([CH2:17][CH2:18][C:19](=[O:20])[O:21][CH2:22][CH3:23])[cH:15][cH:16]2)([c:24]2[cH:25][c:26]([O:30][C:31]([F:32])([F:33])[F:34])[cH:27][cH:28][cH:29]2)[c:35]2[cH:36][c:37]([O:41][C:42]([F:43])([F:44])[F:45])[cH:38][cH:39][cH:40]2)[cH:46][cH:47]1.[Li+:53].[OH-:52]>>[F:1][c:2]1[c:3]([C:48]([F:49])([F:50])[F:51])[cH:4][c:5]([C:6](=[O:7])[NH:8][C:9]([CH2:10][c:11]2[cH:12][cH:13][c:14]([CH2:17][CH2:18][C:19](=[O:20])[OH:21])[cH:15][cH:16]2)([c:24]2[cH:25][c:26]([O:30][C:31]([F:32])([F:33])[F:34])[cH:27][cH:28][cH:29]2)[c:35]2[cH:36][c:37]([O:41][C:42]([F:43])([F:44])[F:45])[cH:38][cH:39][cH:40]2)[cH:46][cH:47]1. Starting materials: NC1CCOCC1 (4-amino-tetrahydropyran), FC1=CC(=C(C=C1)NC(OC(C)(C)C)=O)NC1=NC=C(C(=N1)SC#N)[N+](=O)[O-] (tert-butyl 4-fluoro-2-(5-nitro-4-thiocyanatopyrimidin-2-ylamino)phenylcarbamate), crude product, C(C)(C)N(C(C)C)CC (N,N-diisopropylethyl amine). Run in C1CCOC1 (THF), CCOC(=O)C (EtOAc). Run at time 3 hour. Yields the product C(C)(C)(C)OC(NC1=C(C=C(C=C1)F)NC1=NC=C(C(=N1)NC1CCOCC1)[N+](=O)[O-])=O (tert-Butyl-4-fluoro-2-(5-nitro-4-(tetrahydro-2H-pyran-4-ylamino)pyrimidin-2-ylamino)phenylcarbamate). Yield: 72.6%. RXN SMILES: [NH2:1][CH:2]1[CH2:7][CH2:6][O:5][CH2:4][CH2:3]1.[F:8][C:9]1[CH:14]=[CH:13][C:12]([NH:15][C:16](=[O:22])[O:17][C:18]([CH3:21])([CH3:20])[CH3:19])=[C:11]([NH:23][C:24]2[N:29]=[C:28](SC#N)[C:27]([N+:33]([O-:35])=[O:34])=[CH:26][N:25]=2)[CH:10]=1.C(N(CC)C(C)C)(C)C>C1COCC1.CCOC(C)=O>[C:18]([O:17][C:16](=[O:22])[NH:15][C:12]1[CH:13]=[CH:14][C:9]([F:8])=[CH:10][C:11]=1[NH:23][C:24]1[N:25]=[C:26]([NH:1][CH:2]2[CH2:7][CH2:6][O:5][CH2:4][CH2:3]2)[C:27]([N+:33]([O-:35])=[O:34])=[CH:28][N:29]=1)([CH3:21])([CH3:19])[CH3:20]. Procedure: To the solution of 96 mg (0.95 mmol) of 4-amino-tetrahydropyran in 35 mL anhydrous THF was added 0.35 g (0.86 mmol) tert-butyl 4-fluoro-2-(5-nitro-4-thiocyanatopyrimidin-2-ylamino)phenylcarbamate, then 0.3 mL N,N-diisopropylethyl amine (1.7 mmol). The slightly cloudy mixture was stirred at room temperature for 3 hrs till HPLC showed the completion of reaction. The mixture became clear then. The reaction mixture was diluted with EtOAc, washed with brine twice, and then dried over Na2SO4. Solvents... Run in CO (methanol). Yields the product Cl.COC(=O)C1(CCCCC1)N (Methyl-1-aminocyclohexanecarboxylate Hydrochloride). Run at time 18 hour. As a reaction SMILES: [NH2:1][C:2]1([C:8]([OH:10])=[O:9])[CH2:7][CH2:6][CH2:5][CH2:4][CH2:3]1.[C:11]([Cl:14])(=O)C>CO>[ClH:14].[CH3:11][O:9][C:8]([C:2]1([NH2:1])[CH2:7][CH2:6][CH2:5][CH2:4][CH2:3]1)=[O:10] |f:3.4|. Procedure: 1-Aminocyclohexanecarboxylic acid (1.00 g, 6.98 mmol) was added to a solution of acetyl chloride (0.60 mL, 8.44 mmol) in methanol (10 mL). The reaction mixture was allowed to stir for 18 h and then concentrated under reduced pressure. 1H NMR (400 MHz, CD3OD) δ 1.42-1.82 (m, 8H), 2.08-2.20 (m, 2H), 3.82 (s, 3). Reactants: NC1(CCCCC1)C(=O)O (1-Aminocyclohexanecarboxylic acid), C(C)(=O)Cl (acetyl chloride).